Dataset: the Open Reaction Database (ORD), a public repository of structured organic reaction records. Task: describe an organic reaction: reactants, conditions, products, and yield The reactants are [H-].[H-].[H-].[H-].[Li+].[Al+3] (LiAlH4), ClC=1C=C(C(=O)OC)C=C(C1OC1=CC(=C(C=C1)OC)CC1=CC=C(C=C1)F)Cl (methyl 3,5-dichloro-4-[3′-(4-fluorobenzyl)-4′-methoxyphenoxy]benzoate). The solvent is C1CCOC1 (THF), C1CCOC1 (THF). Procedure: To a stirred suspension of LiAlH4 (0.26 g, 6.95 mmol) in THF (40 mL) at 0° C. was slowly added a solution of methyl 3,5-dichloro-4-[3′-(4-fluorobenzyl)-4′-methoxyphenoxy]benzoate (1.2 g, 2.76 mmol) in THF (10 mL). The reaction mixture was stirred at room temperature for 20 h and cooled to 0° C. The reaction mixture was quenched with 15% aqueous NaOH (1.5 mL), diluted with H2O (3.0 mL) and stirred for 1 h. The reaction mixture was filtered through a Celite plug and the filtrate was extracted with... As a reaction SMILES: [H-].[H-].[H-].[H-].[Li+].[Al+3].[Cl:7][C:8]1[CH:9]=[C:10]([CH:15]=[C:16]([Cl:35])[C:17]=1[O:18][C:19]1[CH:24]=[CH:23][C:22]([O:25][CH3:26])=[C:21]([CH2:27][C:28]2[CH:33]=[CH:32][C:31]([F:34])=[CH:30][CH:29]=2)[CH:20]=1)[C:11](OC)=[O:12]>C1COCC1>[Cl:7][C:8]1[CH:9]=[C:10]([CH:15]=[C:16]([Cl:35])[C:17]=1[O:18][C:19]1[CH:24]=[CH:23][C:22]([O:25][CH3:26])=[C:21]([CH2:27][C:28]2[CH:33]=[CH:32][C:31]([F:34])=[CH:30][CH:29]=2)[CH:20]=1)[CH2:11][OH:12] |f:0.1.2.3.4.5|. Conditions: time 20 hour. Yields the product ClC=1C=C(CO)C=C(C1OC1=CC(=C(C=C1)OC)CC1=CC=C(C=C1)F)Cl (3,5-dichloro-4-[3′-(4-fluorobenzyl)-4′-methoxyphenoxy]benzyl alcohol). The yield is 69.4%. Reactants: Cc1noc(-c2ccc(Br)cc2)c1N, CC(=O)CCc1ccccc1Cl. Yields the product Cc1noc(-c2ccc(Br)cc2)c1NC(C)CCc1ccccc1Cl. RXN SMILES: [Br:1][c:2]1[cH:3][cH:4][c:5](-[c:8]2[c:9]([NH2:14])[c:10]([CH3:13])[n:11][o:12]2)[cH:6][cH:7]1.[Cl:15][c:16]1[c:17]([CH2:22][CH2:23][C:24]([CH3:25])=[O:26])[cH:18][cH:19][cH:20][cH:21]1>>[Br:1][c:2]1[cH:3][cH:4][c:5](-[c:8]2[c:9]([NH:14][CH:24]([CH2:23][CH2:22][c:17]3[c:16]([Cl:15])[cH:21][cH:20][cH:19][cH:18]3)[CH3:25])[c:10]([CH3:13])[n:11][o:12]2)[cH:6][cH:7]1. The reactants are [BH4-].[Na+] (sodium borohydride), 11, ClC1=CC=C(C=C1)C1(CC=C(CC1)N1CCC(CC1)N1C(NC2=C1C=CC=C2)=O)C#N (1-(4-chlorophenyl)-4-[4-(2,3-dihydro-2-oxo-1H-benzimidazol-1-yl)-1-piperidinyl]-3-cyclohexene-1-carbonitrile), C[O-].[Na+] (sodium methoxide). Solvent: CO (methanol). Run at time 1 hour. Product: ClC1=CC=C(C=C1)C1(CCC(CC1)N1CCC(CC1)N1C(NC2=C1C=CC=C2)=O)C#N (1-(4-chlorophenyl)-4-[4-(2,3-dihydro-2-oxo-1H-benzimidazol-1-yl)-1-piperidinyl]cyclohexanecarbonitrile). As a reaction SMILES: [Cl:1][C:2]1[CH:7]=[CH:6][C:5]([C:8]2([C:30]#[N:31])[CH2:13][CH2:12][C:11]([N:14]3[CH2:19][CH2:18][CH:17]([N:20]4[C:24]5[CH:25]=[CH:26][CH:27]=[CH:28][C:23]=5[NH:22][C:21]4=[O:29])[CH2:16][CH2:15]3)=[CH:10][CH2:9]2)=[CH:4][CH:3]=1.C[O-].[Na+].[BH4-].[Na+]>CO>[Cl:1][C:2]1[CH:7]=[CH:6][C:5]([C:8]2([C:30]#[N:31])[CH2:13][CH2:12][CH:11]([N:14]3[CH2:15][CH2:16][CH:17]([N:20]4[C:24]5[CH:25]=[CH:26][CH:27]=[CH:28][C:23]=5[NH:22][C:21]4=[O:29])[CH2:18][CH2:19]3)[CH2:10][CH2:9]2)=[CH:4][CH:3]=1 |f:1.2,3.4|. Procedure details: To a stirred mixture of 11 parts of 1-(4-chlorophenyl)-4-[4-(2,3-dihydro-2-oxo-1H-benzimidazol-1-yl)-1-piperidinyl]-3-cyclohexene-1-carbonitrile, 5 parts of sodium methoxide solution 30% and 320 parts of methanol are added portionwise 3 parts of sodium borohydride. Upon completion, stirring is continued first for one hour at reflux temperature and further overnight at room temperature. The reaction mixture is poured onto water. The precipitated product is filtered off and boiled in methanol. The...